From a dataset of the Open Reaction Database (ORD), a public repository of structured organic reaction records. describe an organic reaction: reactants, conditions, products, and yield Reactants: Cl.Cl.COC([C@@H](N)CCCN)=O (ornithine methyl ester dihydrochloride), C(C1=CC=CC=C1)=O (benzaldehyde), C(C)OCC (diethyl ether). The solvent is C(Cl)Cl (methylene chloride), C(Cl)Cl (methylene chloride). Run at temperature 0 celsius, time 2 hour. Yields the product COC([C@@H](N)CCCN)=O (ornithine methyl ester). The yield is 204.5%. RXN SMILES: Cl.Cl.[CH3:3][O:4][C:5](=[O:12])[C@H:6]([CH2:8][CH2:9][CH2:10][NH2:11])[NH2:7].C(=O)C1C=CC=CC=1.C(OCC)C>C(Cl)Cl>[CH3:3][O:4][C:5](=[O:12])[C@H:6]([CH2:8][CH2:9][CH2:10][NH2:11])[NH2:7] |f:0.1.2|. Reported procedure: Approximately 6.8 kg of ornithine methyl ester dihydrochloride is suspended in 10 l of methylene chloride, cooled to 0° C. and 6.5 kg of benzaldehyde, dissolved in 10 l of methylene chloride, is added at such a rate as to maintain the reaction temperature at 0° to -5° C. The reaction mixture is allowed to warm to room temperature, stirring continued for an additional 2 hours, and 20 l of diethyl ether added thereto. Upon standing overnight, the triethylammonium hydrochloride that precipitates is... Reported procedure: Under nitrogen atmosphere, to a solution of 5-methoxyindole-2-carboxylic acid (1.00 g) in Et2O (40 mL) was added LiAlH4 (280 mg) at 0° C., and the mixture was stirred under reflux for 3 hours. The mixture was treated with ethyl acetate, diluted with an aqueous hydrochloric acid solution, and extracted with ethyl acetate. The mixture was concentrated to give a crude alcohol compound (840 mg, 91%), which was dissolved in THF (10 mL), and stirred with MnO2 (4.20 g) at room temperature for 5 hours. ... Solvent: Cl (hydrochloric acid), CCOCC (Et2O), C1CCOC1 (THF). Reaction SMILES: [CH3:1][O:2][C:3]1[CH:4]=[C:5]2[C:9](=[CH:10][CH:11]=1)[NH:8][C:7]([C:12](O)=[O:13])=[CH:6]2.[H-].[H-].[H-].[H-].[Li+].[Al+3].C(OCC)(=O)C>CCOCC.Cl.C1COCC1.O=[Mn]=O>[CH3:1][O:2][C:3]1[CH:4]=[C:5]2[C:9](=[CH:10][CH:11]=1)[NH:8][C:7]([CH:12]=[O:13])=[CH:6]2 |f:1.2.3.4.5.6|. The reactants are COC=1C=C2C=C(NC2=CC1)C(=O)O (5-methoxyindole-2-carboxylic acid), [H-].[H-].[H-].[H-].[Li+].[Al+3] (LiAlH4), C(C)(=O)OCC (ethyl acetate). Reagents/catalysts: O=[Mn]=O (MnO2). Isolated yield 32.7%. Yields the product COC=1C=C2C=C(NC2=CC1)C=O (5-methoxyindole-2-carbaldehyde). Starting materials: C(#N)C1=CC=C(OCCN(S(=O)(=O)C)CCN2CC3CNCC(C2)O3)C=C1 (N-[2-(4-cyano-phenoxy)-ethyl]-N-[2-(9-oxa-3,7-diaza-bicyclo[3.3.1]-non-3-yl)-ethyl]-methanesulfonamide), BrC1=C(C#N)C=CC=C1C (2-bromo-methyl-benzonitrile), C([O-])([O-])=O.[K+].[K+] (potassium carbonate). Solvent: C(C)#N (acetonitrile). Reaction conditions: temperature 160 celsius. Yields the product C(#N)C1=C(CN2CC3CN(CC(C2)O3)CCN(S(=O)(=O)C)CCOC3=CC=C(C=C3)C#N)C=CC=C1 (N-{2-[7-(2-Cyano-benzyl)-9-oxa-3,7-diaza-bicyclo[3.3.1]non-3-yl]-ethyl}-N-[2-(4-cyano-phenoxy)-ethyl]-methanesulfonamide). Isolated yield 55.9%. As a reaction SMILES: [C:1]([C:3]1[CH:27]=[CH:26][C:6]([O:7][CH2:8][CH2:9][N:10]([CH2:15][CH2:16][N:17]2[CH2:24][CH:23]3[O:25][CH:19]([CH2:20][NH:21][CH2:22]3)[CH2:18]2)[S:11]([CH3:14])(=[O:13])=[O:12])=[CH:5][CH:4]=1)#[N:2].Br[C:29]1[C:36](C)=[CH:35][CH:34]=[CH:33][C:30]=1[C:31]#[N:32].[C:38](=O)([O-])[O-].[K+].[K+]>C(#N)C>[C:31]([C:30]1[CH:33]=[CH:34][CH:35]=[CH:36][C:29]=1[CH2:38][N:21]1[CH2:22][CH:23]2[O:25][CH:19]([CH2:18][N:17]([CH2:16][CH2:15][N:10]([CH2:9][CH2:8][O:7][C:6]3[CH:5]=[CH:4][C:3]([C:1]#[N:2])=[CH:27][CH:26]=3)[S:11]([CH3:14])(=[O:13])=[O:12])[CH2:24]2)[CH2:20]1)#[N:32] |f:2.3.4|. Procedure details: To N-[2-(4-cyano-phenoxy)-ethyl]-N-[2-(9-oxa-3,7-diaza-bicyclo[3.3.1]-non-3-yl)-ethyl]-methanesulfonamide (0.079 g, 0.20 mmol), 2-bromo-methyl-benzonitrile (0.041 g, 0.21 mmol) and anhydrous potassium carbonate (0.042 g, 0.30 mmol) was added dry acetonitrile (4 mL). The mixture was heated by microwave irradiation (15 minutes, 160° C.) and was then filtered. The filtrate was loaded onto a cation exchange column (SCX-2, Isolute™, 2 g). The column was washed with dichloromethane, acetonitrile and d... As a reaction SMILES: Br[C:2]1[CH:3]=[C:4]([NH:8][C:9](=[O:16])[C:10]2[CH:15]=[CH:14][CH:13]=[CH:12][CH:11]=2)[CH:5]=[N:6][CH:7]=1.[F:17][C:18]([F:29])([F:28])[C:19]1[CH:20]=[C:21](B(O)O)[CH:22]=[CH:23][CH:24]=1.C(=O)([O-])[O-].[Na+].[Na+].O>COCCOC.C1C=CC([P]([Pd]([P](C2C=CC=CC=2)(C2C=CC=CC=2)C2C=CC=CC=2)([P](C2C=CC=CC=2)(C2C=CC=CC=2)C2C=CC=CC=2)[P](C2C=CC=CC=2)(C2C=CC=CC=2)C2C=CC=CC=2)(C2C=CC=CC=2)C2C=CC=CC=2)=CC=1.CN(C=O)C>[F:17][C:18]([F:29])([F:28])[C:19]1[CH:24]=[C:23]([C:2]2[CH:3]=[C:4]([NH:8][C:9]([C:10]3[CH:15]=[CH:14][CH:13]=[CH:12][CH:11]=3)=[O:16])[CH:5]=[N:6][CH:7]=2)[CH:22]=[CH:21][CH:20]=1 |f:2.3.4,^1:46,48,67,86|. Conditions: temperature 85 celsius, time 12 hour. The solvent is COCCOC (1,2-dimethoxyethane), CN(C)C=O (DMF). The reactants are O (water), BrC=1C=C(C=NC1)NC(C1=CC=CC=C1)=O (N-(5-bromopyridin-3-yl)benzamide), FC(C=1C=C(C=CC1)B(O)O)(F)F ([3-(trifluoromethyl)phenyl]boronic acid), C([O-])([O-])=O.[Na+].[Na+] (sodium carbonate). Procedure details: At 50° C., 1.95 g (7.02 mmol) of N-(5-bromopyridin-3-yl)benzamide, 2.00 g (10.5 mmol) of [3-(trifluoromethyl)phenyl]boronic acid and 1.49 g (14.04 mmol) of sodium carbonate were dissolved in 12 ml of 1,2-dimethoxyethane, 3.5 ml of water and 261 ml of DMF. The mixture was flushed with argon, 41 mg (0.04 mmol) of tetrakis(triphenylphosphine)palladium(0) were added and the mixture was stirred at 85° C. for 12 h. The reaction mixture was concentrated slightly on a rotary evaporator, diluted with wat... Product: FC(C=1C=C(C=CC1)C=1C=C(C=NC1)NC(=O)C1=CC=CC=C1)(F)F (N-{5-[3-(Trifluoromethyl)phenyl]pyridin-3-yl}benzenecarboxamide). Reagents/catalysts: C=1C=CC(=CC1)[P](C=2C=CC=CC2)(C=3C=CC=CC3)[Pd]([P](C=4C=CC=CC4)(C=5C=CC=CC5)C=6C=CC=CC6)([P](C=7C=CC=CC7)(C=8C=CC=CC8)C=9C=CC=CC9)[P](C=1C=CC=CC1)(C=1C=CC=CC1)C=1C=CC=CC1 (tetrakis(triphenylphosphine)palladium(0)). Reactants: CO, ClCCl, O=S(=O)(c1ccccc1)n1ccc2c(CO)c(O)c(F)cc21, O=[Mn]=O. The product is O=Cc1c(O)c(F)cc2c1ccn2S(=O)(=O)c1ccccc1. Reaction SMILES: [CH3:26][OH:27].[Cl:23][CH2:24][Cl:25].[F:1][c:2]1[c:3]([OH:22])[c:4]([CH2:20][OH:21])[c:5]2[cH:6][cH:7][n:8]([S:11](=[O:12])(=[O:13])[c:14]3[cH:15][cH:16][cH:17][cH:18][cH:19]3)[c:9]2[cH:10]1.[O:28]=[Mn:29]=[O:30]>>[F:1][c:2]1[c:3]([OH:22])[c:4]([CH:20]=[O:21])[c:5]2[cH:6][cH:7][n:8]([S:11](=[O:12])(=[O:13])[c:14]3[cH:15][cH:16][cH:17][cH:18][cH:19]3)[c:9]2[cH:10]1. Starting materials: O1C[C@H](CCC1)C(=O)OCC1=CC=CC=C1 ((S)-benzyl tetrahydro-2H-pyran-3-carboxylate). Reagents/catalysts: [Pd] (Pd/C). The solvent is CO (MeOH). Reaction conditions: time 2 hour. Yields the product O1C[C@H](CCC1)C(=O)O ((S)-tetrahydro-2H-pyran-3-carboxylic acid). Yield: 92.2%. RXN SMILES: [O:1]1[CH2:6][CH2:5][CH2:4][C@H:3]([C:7]([O:9]CC2C=CC=CC=2)=[O:8])[CH2:2]1>CO.[Pd]>[O:1]1[CH2:6][CH2:5][CH2:4][C@H:3]([C:7]([OH:9])=[O:8])[CH2:2]1. Procedure: Pd/C (10%, 1 g) was added to a solution of (S)-benzyl tetrahydro-2H-pyran-3-carboxylate (1.1 g, 5 mmol) in MeOH (10 mL). The suspension was stirred under hydrogen atmosphere at ambient temperature for 2 h. The catalyst was filtered off and washed with MeOH (5 mL). The filtrate and washings were combined and concentrated to dryness to afford (S)-tetrahydro-2H-pyran-3-carboxylic acid (0.6 g, 92% yield). (R)-Tetrahydro-2H-pyran-3-carboxylic acid was made in a similar manner. Reactants: C(#N)C1=CC=NO1 (5-cyanoisoxazole), NC=1SC(=C(C1C(=O)OCC)C)C (2-amino-4,5-dimethyl-3-ethoxycarbonyl-thiophene), O=P(Cl)(Cl)Cl (POCl3). Product: ClC=1C2=C(N=C(N1)C1=CC=NO1)SC(=C2C)C (4-chloro-2-(isoxazol-5-yl)-5,6-dimethyl-thieno-[2,3-d]-pyrimidine). As a reaction SMILES: [C:1]([C:3]1[O:7][N:6]=[CH:5][CH:4]=1)#[N:2].[NH2:8][C:9]1[S:10][C:11]([CH3:20])=[C:12]([CH3:19])[C:13]=1[C:14](OCC)=O.O=P(Cl)(Cl)[Cl:23]>>[Cl:23][C:14]1[C:13]2[C:12]([CH3:19])=[C:11]([CH3:20])[S:10][C:9]=2[N:8]=[C:1]([C:3]2[O:7][N:6]=[CH:5][CH:4]=2)[N:2]=1. Reported procedure: With the procedure of Example 477, the reaction of 5-cyanoisoxazole and 2-amino-4,5-dimethyl-3-ethoxycarbonyl-thiophene, and the subsequent reaction with POCl3 yields 4-chloro-2-(isoxazol-5-yl)-5,6-dimethyl-thieno-[2,3-d]-pyrimidine